describe an organic reaction: reactants, conditions, products, and yield From a dataset of the Open Reaction Database (ORD), a public repository of structured organic reaction records. Reactants: Ic1ccccn1, c1ccc2[nH]ccc2c1. Product: c1ccc(-n2ccc3ccccc32)nc1. As a reaction SMILES: [I:1][c:2]1[n:3][cH:4][cH:5][cH:6][cH:7]1.[cH:8]1[cH:9][cH:10][c:11]2[nH:12][cH:13][cH:14][c:15]2[cH:16]1>>[c:2]1(-[n:12]2[c:11]3[cH:10][cH:9][cH:8][cH:16][c:15]3[cH:14][cH:13]2)[n:3][cH:4][cH:5][cH:6][cH:7]1. Starting materials: CCOC(=O)c1nc2n(c(=O)c1OCc1ccccc1)CCC2(C)C, CO, [Li+], [OH-], O. Yields the product CC1(C)CCn2c1nc(C(=O)O)c(OCc1ccccc1)c2=O. As a reaction SMILES: [CH2:1]([c:2]1[cH:3][cH:4][cH:5][cH:6][cH:7]1)[O:8][c:9]1[c:10]([C:21](=[O:22])[O:23][CH2:24][CH3:25])[n:11][c:12]2[n:13]([c:14]1=[O:15])[CH2:16][CH2:17][C:18]2([CH3:19])[CH3:20].[CH3:28][OH:29].[Li+:27].[OH-:26].[OH2:30]>>[CH2:1]([c:2]1[cH:3][cH:4][cH:5][cH:6][cH:7]1)[O:8][c:9]1[c:10]([C:21](=[O:22])[OH:23])[n:11][c:12]2[n:13]([c:14]1=[O:15])[CH2:16][CH2:17][C:18]2([CH3:19])[CH3:20].